This data is from the Open Reaction Database (ORD), a public repository of structured organic reaction records. The task is: describe an organic reaction: reactants, conditions, products, and yield Starting materials: C1(=CC=CC=C1)C(C(=O)OC1=CC=C(C=C1)SCC(C)(C)C(=O)O)CC (4-(2'-carboxy-2'-methylpropylmercapto)phenyl 2-phenylbutyrate), OO (H2O2), OO (H2O2). Run in C(C)(=O)O (acetic acid). The product is C1(=CC=CC=C1)C(C(=O)OC1=CC=C(C=C1)S(=O)CC(C)(C)C(=O)O)CC (4-(2'-Carboxy-2'-methylpropylsulfinyl)phenyl 2-Phenylbutyrate). Reaction SMILES: [C:1]1([CH:7]([CH2:25][CH3:26])[C:8]([O:10][C:11]2[CH:16]=[CH:15][C:14]([S:17][CH2:18][C:19]([C:22]([OH:24])=[O:23])([CH3:21])[CH3:20])=[CH:13][CH:12]=2)=[O:9])[CH:6]=[CH:5][CH:4]=[CH:3][CH:2]=1.[OH:27]O>C(O)(=O)C>[C:1]1([CH:7]([CH2:25][CH3:26])[C:8]([O:10][C:11]2[CH:16]=[CH:15][C:14]([S:17]([CH2:18][C:19]([C:22]([OH:24])=[O:23])([CH3:20])[CH3:21])=[O:27])=[CH:13][CH:12]=2)=[O:9])[CH:6]=[CH:5][CH:4]=[CH:3][CH:2]=1. Reported procedure: To a solution of 4-(2'-carboxy-2'-methylpropylmercapto)phenyl 2-phenylbutyrate (745 mg, 2 mmol) in 1 mL of glacial acetic acid was added 0.25 mL of 30% H2O2. Additional 0.25 mL aliquots of 30% H2O2 were added at one-half hour intervals until TLC indicated complete consumption of the starting material. The reaction was quenched with 20 mL of H2O, extracted with Et2O (2×25 mL), dried over anhydrous MgSO4 and evaporated to give the sulfoxide containing a residual amount of acetic acid. The residue ...